Dataset: the Open Reaction Database (ORD), a public repository of structured organic reaction records. Task: describe an organic reaction: reactants, conditions, products, and yield Procedure details: Into a solution of 3-trifluoromethylphenylacetic acid (20.0 g. 98 mmol) in MeOH (100 mL), cooled in an ice-water bath, was bubbled HCl (g) for 15 min. The mixture was allowed to warm to room temperature and was then concentrated in vacuo to furnish a clear, yellow-green liquid which was diluted with EtOAc (0.25L) and washed with saturated aqueous NaHCO3 (2×0.25L), brine (0.25L), and dried (Na2SO4). Concentration in vacuo provided the crude ester which was purified by chromatography on a column o... The solvent is CCOC(=O)C (EtOAc). Product: COC(CC1=CC(=CC=C1)C(F)(F)F)=O (methyl-3-trifluoromethylphenylacetate). Isolated yield 89.0%. Reaction SMILES: [F:1][C:2]([F:14])([F:13])[C:3]1[CH:4]=[C:5]([CH2:9][C:10]([OH:12])=[O:11])[CH:6]=[CH:7][CH:8]=1.[CH3:15]O>CCOC(C)=O>[CH3:15][O:11][C:10](=[O:12])[CH2:9][C:5]1[CH:6]=[CH:7][CH:8]=[C:3]([C:2]([F:13])([F:14])[F:1])[CH:4]=1. Reactants: FC(C=1C=C(C=CC1)CC(=O)O)(F)F (3-trifluoromethylphenylacetic acid), CO (MeOH). Yields the product FC1=CC2=C(C(=NO2)CCCN2CCC(CC2)(O)C2=CC=C(C=C2)F)C=C1 (1-[3-(6-Fluoro-1,2-benzisoxazol-3-yl)propyl]-4-(4-fluorophenyl)-4-hydroxypiperidine). Run at time 1 hour. As a reaction SMILES: [Mg].Br[C:3]1[CH:8]=[CH:7][C:6]([F:9])=[CH:5][CH:4]=1.[F:10][C:11]1[CH:29]=[CH:28][C:14]2[C:15]([CH2:18][CH2:19][CH2:20][N:21]3[CH2:26][CH2:25][C:24](=[O:27])[CH2:23][CH2:22]3)=[N:16][O:17][C:13]=2[CH:12]=1.[Cl-].[NH4+]>BrC(Br)C.CCOCC.O1CCCC1>[F:10][C:11]1[CH:29]=[CH:28][C:14]2[C:15]([CH2:18][CH2:19][CH2:20][N:21]3[CH2:22][CH2:23][C:24]([C:3]4[CH:8]=[CH:7][C:6]([F:9])=[CH:5][CH:4]=4)([OH:27])[CH2:25][CH2:26]3)=[N:16][O:17][C:13]=2[CH:12]=1 |f:3.4|. Reported procedure: To a suspension of 1.1 g of magnesium shavings and a few drops of dibromoethane in 30 ml of ether was added a solution of 7.9 g of p-bromofluorobenzene in 20 ml of ether at a rate to maintain reflux of the mixture. After the addition was complete, the mixture was slowly diluted with 30 ml of tetrahydrofuran and then a solution of 5 g of 1-[3-(6-fluoro-1,2-benzisoxazol-3-yl)propyl]-4-piperidone in 30 ml of tetrahydrofuran was slowly added. After one hr, the mixture was diluted with ether, poured ... Solvent: CCOCC (ether), O1CCCC1 (tetrahydrofuran), CCOCC (ether), CCOCC (ether), O1CCCC1 (tetrahydrofuran). The reagents and catalysts are BrC(C)Br (dibromoethane). Isolated yield 53.4%. Reactants: [Mg] (magnesium), BrC1=CC=C(C=C1)F (p-bromofluorobenzene), FC1=CC2=C(C(=NO2)CCCN2CCC(CC2)=O)C=C1 (1-[3-(6-fluoro-1,2-benzisoxazol-3-yl)propyl]-4-piperidone), [Cl-].[NH4+] (ammonium chloride). Starting materials: CCC(CC(=O)OC)c1c(Cl)ncnc1Cl, [NH4+], [OH-], O. Reaction SMILES: [Cl:1][c:2]1[n:3][cH:4][n:5][c:6]([Cl:16])[c:7]1[CH:8]([CH2:9][C:10](=[O:11])[O:12][CH3:13])[CH2:14][CH3:15].[NH4+:17].[OH-:18].[OH2:19]>>[Cl:1][c:2]1[n:3][cH:4][n:5][c:6]2[c:7]1[CH:8]([CH2:14][CH3:15])[CH2:9][C:10](=[O:11])[NH:17]2. Yields the product CCC1CC(=O)Nc2ncnc(Cl)c21. The reactants are C=C(C(F)(F)F)C(F)(F)F (HFIB), NCCCN (1,3-diaminopropane), CO (methanol), C=C(C(F)(F)F)C(F)(F)F (HFIB), C=C(C(F)(F)F)C(F)(F)F (HFIB). The solvent is O (water). Yields the product FC(C(CNCCCNCC(C(F)(F)F)C(F)(F)F)C(F)(F)F)(F)F (1,3-di-(2-trifluoromethyl-3,3,3-trifluoropropylamino)propane). RXN SMILES: [NH2:1][CH2:2][CH2:3][CH2:4][NH2:5].CO.[CH2:8]=[C:9]([C:14]([F:17])([F:16])[F:15])[C:10]([F:13])([F:12])[F:11]>O>[F:11][C:10]([F:13])([F:12])[CH:9]([C:14]([F:17])([F:16])[F:15])[CH2:8][NH:1][CH2:2][CH2:3][CH2:4][NH:5][CH2:8][CH:9]([C:14]([F:17])([F:16])[F:15])[C:10]([F:13])([F:12])[F:11]. Procedure: To a mixture of 1,3-diaminopropane (3.5 g) and methanol (4 mL) was added HFIB in several portions over a period of about 0.5 h until a gentle reflux of HFIB was observed which did not dissipate. A dry-ice condenser was used to obtain the gentle reflux of HFIB at 20° C. for 15 h. The mixture was poured into water (100 mL) and the bottom layer washed with water to provide 1,3-di-(2-trifluoromethyl-3,3,3-trifluoropropylamino)propane (13 g): MS (m/e) 402 (M+, 0.5%), 251 (12%), 221 (82%), 208 (23%),1... The reagents and catalysts are [Cl-].C(CCC)[N+](CCCC)(CCCC)CCCC (tetrabutylammoniumchloride), C(C)(=O)[O-].[Pd+2].C(C)(=O)[O-] (palladium acetate). Yields the product C(C)(=O)OC=1C=C(C=C(C1)OC(C)=O)\C=C\C1=CC=C(C=C1)OC(C)=O ((E)-3,4′,5-triacetoxystilbene). Reactants: C(C)(=O)OC=1C=C(C=C)C=C(C1)OC(C)=O (3,5-diacetoxystyrene), C(C)(=O)OC1=CC=C(C=C1)Br (4-acetoxybromobenzene), C(=O)(O)[O-].[Na+] (NaHCO3). The solvent is CN(C)C=O (DMF), CN(C)C=O (DMF). Procedure: A flask equipped with magnetic stirrer was charged with 50 mg (0.23 mmol, 1 eq) of 3,5-diacetoxystyrene, 49 mg (0.23 mmol) of 4-acetoxybromobenzene, 46 mg (0.27 mmol) of NaHCO3 and 78 mg (0.54 mmol, 2.4 eq) of tetrabutylammoniumchloride. The reactants were suspended in 2 ml DMF and the mixture was flushed with argon and then evacuated. The argon flushing and evacuation procedure was carried out three times. The reaction was started by adding 0.76 mg of palladium acetate in 50 μl of de-aerated DM... As a reaction SMILES: [C:1]([O:4][C:5]1[CH:6]=[C:7]([CH:10]=[C:11]([O:13][C:14](=[O:16])[CH3:15])[CH:12]=1)[CH:8]=[CH2:9])(=[O:3])[CH3:2].[C:17]([O:20][C:21]1[CH:26]=[CH:25][C:24](Br)=[CH:23][CH:22]=1)(=[O:19])[CH3:18].C([O-])(O)=O.[Na+]>[Cl-].C([N+](CCCC)(CCCC)CCCC)CCC.CN(C=O)C.C([O-])(=O)C.[Pd+2].C([O-])(=O)C>[C:1]([O:4][C:5]1[CH:6]=[C:7](/[CH:8]=[CH:9]/[C:24]2[CH:25]=[CH:26][C:21]([O:20][C:17](=[O:19])[CH3:18])=[CH:22][CH:23]=2)[CH:10]=[C:11]([O:13][C:14](=[O:16])[CH3:15])[CH:12]=1)(=[O:3])[CH3:2] |f:2.3,4.5,7.8.9|. Reaction conditions: temperature 100 celsius, time 3 hour. The reactants are C1(=CC=CC=C1)C1(CC1)C1=CC=C2C(=N1)SC(=N2)C2=CC=C(C=O)C=C2 (4-(5-(1-phenylcyclopropyl)thiazolo[5,4-b]pyridin-2-yl)benzaldehyde), N1CC(C1)C(=O)O (azetidine-3-carboxylic acid). Product: C1(=CC=CC=C1)C1(CC1)C1=CC=C2C(=N1)SC(=N2)C2=CC=C(CN1CC(C1)C(=O)O)C=C2 (1-(4-(5-(1-phenylcyclopropyl)-thiazolo[5,4-b]pyridin-2-yl)benzyl)azetidine-3-carboxylic acid). RXN SMILES: [C:1]1([C:7]2([C:10]3[N:15]=[C:14]4[S:16][C:17]([C:19]5[CH:26]=[CH:25][C:22]([CH:23]=O)=[CH:21][CH:20]=5)=[N:18][C:13]4=[CH:12][CH:11]=3)[CH2:9][CH2:8]2)[CH:6]=[CH:5][CH:4]=[CH:3][CH:2]=1.[NH:27]1[CH2:30][CH:29]([C:31]([OH:33])=[O:32])[CH2:28]1>>[C:1]1([C:7]2([C:10]3[N:15]=[C:14]4[S:16][C:17]([C:19]5[CH:20]=[CH:21][C:22]([CH2:23][N:27]6[CH2:30][CH:29]([C:31]([OH:33])=[O:32])[CH2:28]6)=[CH:25][CH:26]=5)=[N:18][C:13]4=[CH:12][CH:11]=3)[CH2:8][CH2:9]2)[CH:2]=[CH:3][CH:4]=[CH:5][CH:6]=1. Procedure: Reaction of 4-(5-(1-phenylcyclopropyl)thiazolo[5,4-b]pyridin-2-yl)benzaldehyde (38.9 mg, 0.109 mmol) and azetidine-3-carboxylic acid (55 mg, 0.546 mmol) according to Reference R and the general procedure for reductive amination to give 1-(4-(5-(1-phenylcyclopropyl)-thiazolo[5,4-b]pyridin-2-yl)benzyl)azetidine-3-carboxylic acid as a white solid. MS (ESI) m/z: Calculated: 441.2; Observed: 442.1 (M++1).